describe an organic reaction: reactants, conditions, products, and yield From a dataset of the Open Reaction Database (ORD), a public repository of structured organic reaction records. Reactants: C1CCOC1, CCOC(=O)c1cc(C=O)cn1C, [H-], [Na+], O, O=P([O-])([O-])Cc1cnc2ccccc2c1. Product: CCOC(=O)c1cc(C=Cc2cnc3ccccc3c2)cn1C. Reaction SMILES: [CH2:32]1[O:33][CH2:34][CH2:35][CH2:36]1.[CH:18](=[O:19])[c:20]1[cH:21][c:22]([C:26](=[O:27])[O:28][CH2:29][CH3:30])[n:23]([CH3:25])[cH:24]1.[H-:17].[Na+:16].[OH2:31].[n:1]1[cH:2][c:3]([CH2:11][P:12](=[O:13])([O-:14])[O-:15])[cH:4][c:5]2[cH:6][cH:7][cH:8][cH:9][c:10]12>>[n:1]1[cH:2][c:3]([CH:11]=[CH:18][c:20]2[cH:21][c:22]([C:26](=[O:27])[O:28][CH2:29][CH3:30])[n:23]([CH3:25])[cH:24]2)[cH:4][c:5]2[cH:6][cH:7][cH:8][cH:9][c:10]12. Reactants: ClC1=CC=C(S1)S(=O)(=O)N (5-chloro-2-thiophenesulfonamide), [OH-].[Na+] (sodium hydroxide), Cl (hydrochloric acid), ClC1=CC=C(C=C1)N=C=O (4-chlorophenyl isocyanate). Run in CC(=O)C (acetone), CC(=O)C (acetone). Reaction conditions: time 8 hour. Yields the product ClC1=CC=C(S1)S(=O)(=O)NC(=O)NC1=CC=C(C=C1)Cl (5-Chloro-N-[[(4-chlorophenyl)amino]carbonyl]-2-thiophenesulfonamide). Reaction SMILES: [Cl:1][C:2]1[S:6][C:5]([S:7]([NH2:10])(=[O:9])=[O:8])=[CH:4][CH:3]=1.[OH-].[Na+].[Cl:13][C:14]1[CH:19]=[CH:18][C:17]([N:20]=[C:21]=[O:22])=[CH:16][CH:15]=1.Cl>CC(C)=O>[Cl:1][C:2]1[S:6][C:5]([S:7]([NH:10][C:21]([NH:20][C:17]2[CH:18]=[CH:19][C:14]([Cl:13])=[CH:15][CH:16]=2)=[O:22])(=[O:9])=[O:8])=[CH:4][CH:3]=1 |f:1.2|. Procedure details: To a solution of 5-chloro-2-thiophenesulfonamide 1.9 g, 10 mmole) in 10 ml of acetone was added aqueous sodium hydroxide (10 ml of 1N. 10 mmole) followed by a solution of 4-chlorophenyl isocyanate (1.54 g, 10 mmole) dissolved in 10 ml of acetone. This mixture was stirred at room temperature overnight. The reaction mixture was concentrated under vacuum and acidified with aqueous hydrochloric acid (10 ml of 1N, 10 mmole). The precipitate was filtered and the residue washed with hexanes and water. ... Reactants: O=C([O-])[O-], Cl, [K+], [K+], CN(C)C=O, BrCCC(c1ccccc1)c1ccccc1, c1ccc2c(c1)nnn2C1CCNCC1. Yields the product c1ccc(C(CCN2CCC(n3nnc4ccccc43)CC2)c2ccccc2)cc1. As a reaction SMILES: [C:33](=[O:34])([O-:35])[O-:36].[ClH:17].[K+:37].[K+:38].[O:39]=[CH:40][N:41]([CH3:42])[CH3:43].[c:1]1([CH:7]([CH2:8][CH2:9][Br:10])[c:11]2[cH:12][cH:13][cH:14][cH:15][cH:16]2)[cH:2][cH:3][cH:4][cH:5][cH:6]1.[n:18]1([CH:27]2[CH2:28][CH2:29][NH:30][CH2:31][CH2:32]2)[n:19][n:20][c:21]2[c:22]1[cH:23][cH:24][cH:25][cH:26]2>>[c:1]1([CH:7]([CH2:8][CH2:9][N:30]2[CH2:29][CH2:28][CH:27]([n:18]3[n:19][n:20][c:21]4[c:22]3[cH:23][cH:24][cH:25][cH:26]4)[CH2:32][CH2:31]2)[c:11]2[cH:12][cH:13][cH:14][cH:15][cH:16]2)[cH:2][cH:3][cH:4][cH:5][cH:6]1. The reactants are O (Water), C(=O)(OC(C)(C)C)NC(C)C=CC1C(CCC1(C)C)(C)C (N-Boc-2-amino-4-(2,2,5,5-tetramethyl-1-cyclopentyl)-3-butene), [OH-].[K+] (KOH). Solvent: FC(C(=O)O)(F)F (trifluoroacetic acid). Run at time 8 hour. Yields the product NC(C)C=CC1C(CCC1(C)C)(C)C (2-amino-4-(2,2,5,5-tetramethyl-1-cyclopentyl)-3-butene). Reaction SMILES: C([NH:8][CH:9]([CH:11]=[CH:12][CH:13]1[C:17]([CH3:19])([CH3:18])[CH2:16][CH2:15][C:14]1([CH3:21])[CH3:20])[CH3:10])(OC(C)(C)C)=O.O.[OH-].[K+]>FC(F)(F)C(O)=O>[NH2:8][CH:9]([CH:11]=[CH:12][CH:13]1[C:14]([CH3:21])([CH3:20])[CH2:15][CH2:16][C:17]1([CH3:18])[CH3:19])[CH3:10] |f:2.3|. Reported procedure: N-Boc-2-amino-4-(2,2,5,5-tetramethyl-1-cyclopentyl)-3-butene is dissolved in trifluoroacetic acid and the solution is stirred overnight. Water is added and the mixture is made basic with 20% KOH. The mixture is extracted with ether, and the organic layer is dried over Na2SO4 and evaporated to yield 2-amino-4-(2,2,5,5-tetramethyl-1-cyclopentyl)-3-butene. The reactants are Nc1nccc2c(Br)cccc12, C1COCCO1, CCCC[Sn](CCCC)(CCCC)c1nc(N2CCOCC2)c2nc(CN3CCC(C(C)(C)O)CC3)n(C)c2n1, [Cu+], c1ccc(P(c2ccccc2)(c2ccccc2)[Pd](P(c2ccccc2)(c2ccccc2)c2ccccc2)(P(c2ccccc2)(c2ccccc2)c2ccccc2)P(c2ccccc2)(c2ccccc2)c2ccccc2)cc1, O=C([O-])c1cccs1. Product: Cn1c(CN2CCC(C(C)(C)O)CC2)nc2c(N3CCOCC3)nc(-c3cccc4c(N)nccc34)nc21. As a reaction SMILES: [Br:41][c:42]1[c:43]2[cH:44][cH:45][n:46][c:47]([NH2:52])[c:48]2[cH:49][cH:50][cH:51]1.[CH2:53]1[O:54][CH2:55][CH2:56][O:57][CH2:58]1.[CH3:1][n:2]1[c:3]2[n:4][c:5]([Sn:28]([CH2:29][CH2:30][CH2:31][CH3:32])([CH2:33][CH2:34][CH2:35][CH3:36])[CH2:37][CH2:38][CH2:39][CH3:40])[n:6][c:7]([N:22]3[CH2:23][CH2:24][O:25][CH2:26][CH2:27]3)[c:8]2[n:9][c:10]1[CH2:11][N:12]1[CH2:13][CH2:14][CH:15]([C:18]([CH3:19])([CH3:20])[OH:21])[CH2:16][CH2:17]1.[Cu+:67].[cH:68]1[cH:69][cH:70][c:71]([P:72]([Pd:73]([P:74]([c:75]2[cH:76][cH:77][cH:78][cH:79][cH:80]2)([c:81]2[cH:82][cH:83][cH:84][cH:85][cH:86]2)[c:87]2[cH:88][cH:89][cH:90][cH:91][cH:92]2)([P:93]([c:94]2[cH:95][cH:96][cH:97][cH:98][cH:99]2)([c:100]2[cH:101][cH:102][cH:103][cH:104][cH:105]2)[c:106]2[cH:107][cH:108][cH:109][cH:110][cH:111]2)[P:112]([c:113]2[cH:114][cH:115][cH:116][cH:117][cH:118]2)([c:119]2[cH:120][cH:121][cH:122][cH:123][cH:124]2)[c:125]2[cH:126][cH:127][cH:128][cH:129][cH:130]2)([c:131]2[cH:132][cH:133][cH:134][cH:135][cH:136]2)[c:137]2[cH:138][cH:139][cH:140][cH:141][cH:142]2)[cH:143][cH:144]1.[s:59]1[cH:60][cH:61][cH:62][c:63]1[C:64]([O-:65])=[O:66]>>[CH3:1][n:2]1[c:3]2[n:4][c:5](-[c:42]3[c:43]4[cH:44][cH:45][n:46][c:47]([NH2:52])[c:48]4[cH:49][cH:50][cH:51]3)[n:6][c:7]([N:22]3[CH2:23][CH2:24][O:25][CH2:26][CH2:27]3)[c:8]2[n:9][c:10]1[CH2:11][N:12]1[CH2:13][CH2:14][CH:15]([C:18]([CH3:19])([CH3:20])[OH:21])[CH2:16][CH2:17]1. Reactants: C1CCOC1, CC(Oc1ccc(-c2ccc(S(C)(=O)=O)cc2)nc1)C1CCN(C(=O)OCc2ccccc2)CC1, CO, [H][H]. The product is CC(Oc1ccc(-c2ccc(S(C)(=O)=O)cc2)nc1)C1CCNCC1. Reaction SMILES: [CH2:40]1[O:41][CH2:42][CH2:43][CH2:44]1.[CH3:1][S:2](=[O:3])(=[O:4])[c:5]1[cH:6][cH:7][c:8](-[c:11]2[cH:12][cH:13][c:14]([O:17][CH:18]([CH3:19])[CH:20]3[CH2:21][CH2:22][N:23]([C:26]([O:27][CH2:28][c:29]4[cH:30][cH:31][cH:32][cH:33][cH:34]4)=[O:35])[CH2:24][CH2:25]3)[cH:15][n:16]2)[cH:9][cH:10]1.[CH3:38][OH:39].[H:36][H:37]>>[CH3:1][S:2](=[O:3])(=[O:4])[c:5]1[cH:6][cH:7][c:8](-[c:11]2[cH:12][cH:13][c:14]([O:17][CH:18]([CH3:19])[CH:20]3[CH2:21][CH2:22][NH:23][CH2:24][CH2:25]3)[cH:15][n:16]2)[cH:9][cH:10]1. Reactants: C#CCN=C(NC#N)SC, NCCSCc1nccs1. Yields the product C#CCNC(=NCCSCc1nccs1)NC#N. RXN SMILES: [C:1](#[N:2])[NH:3][C:4]([S:5][CH3:6])=[N:7][CH2:8][C:9]#[CH:10].[s:11]1[c:12]([CH2:16][S:17][CH2:18][CH2:19][NH2:20])[n:13][cH:14][cH:15]1>>[C:1](#[N:2])[NH:3][C:4]([NH:7][CH2:8][C:9]#[CH:10])=[N:20][CH2:19][CH2:18][S:17][CH2:16][c:12]1[s:11][cH:15][cH:14][n:13]1. Reported procedure: To a solution of allyl (4R,5S,6S)-3-[(2R,4S)-1-allyloxycarbonyl-2-{2-(pyrazol-1-yl)ethyl}pyrrolidin-4-yl]thio-6-[(1R)-1-hydroxyethyl]-4-methyl-7-oxo-1-azabicyclo[3.2.0]hept-2-ene-2-carboxylate (10.49 g) in dichloromethane (150 ml) was added methyl fluorosulfonate (2.33 ml) with stirring under ice-cooling. The mixture was stirred for 1.5 hours at the same temperature. The mixture was evaporated in vacuo to give allyl (4R,5S,6S)-3-[(2R,4S)-1-allyloxycarbonyl-2-{2-(2-methyl-1-pyrazolio)ethyl}pyrrol... As a reaction SMILES: [CH2:1]([O:4][C:5]([N:7]1[CH2:11][C@@H:10]([S:12][C:13]2[C@H:19]([CH3:20])[C@H:18]3[N:15]([C:16](=[O:24])[C@@H:17]3[C@H:21]([OH:23])[CH3:22])[C:14]=2[C:25]([O:27][CH2:28][CH:29]=[CH2:30])=[O:26])[CH2:9][C@H:8]1[CH2:31][CH2:32][N:33]1[CH:37]=[CH:36][CH:35]=[N:34]1)=[O:6])[CH:2]=[CH2:3].[F:38][S:39]([O:42][CH3:43])(=[O:41])=[O:40]>ClCCl>[F:38][S:39]([O-:42])(=[O:41])=[O:40].[CH2:1]([O:4][C:5]([N:7]1[CH2:11][C@@H:10]([S:12][C:13]2[C@H:19]([CH3:20])[C@H:18]3[N:15]([C:16](=[O:24])[C@@H:17]3[C@H:21]([OH:23])[CH3:22])[C:14]=2[C:25]([O:27][CH2:28][CH:29]=[CH2:30])=[O:26])[CH2:9][C@H:8]1[CH2:31][CH2:32][N+:33]1[N:34]([CH3:43])[CH:35]=[CH:36][CH:37]=1)=[O:6])[CH:2]=[CH2:3] |f:3.4|. Yields the product FS(=O)(=O)[O-].C(C=C)OC(=O)N1[C@@H](C[C@@H](C1)SC1=C(N2C([C@@H]([C@H]2[C@H]1C)[C@@H](C)O)=O)C(=O)OCC=C)CC[N+]=1N(C=CC1)C (allyl (4R,5S,6S)-3-[(2R,4S)-1-allyloxycarbonyl-2-{2-(2-methyl-1-pyrazolio)ethyl}pyrrolidin-4-yl]thio-6-[(1R)-1-hydroxyethyl]-4-methyl-7-oxo-1-azabicyclo[3.2.0]hept-2-ene-2-carboxylate fluorosulfonate). Run in ClCCl (dichloromethane). Reactants: C(C=C)OC(=O)N1[C@@H](C[C@@H](C1)SC1=C(N2C([C@@H]([C@H]2[C@H]1C)[C@@H](C)O)=O)C(=O)OCC=C)CCN1N=CC=C1 (allyl (4R,5S,6S)-3-[(2R,4S)-1-allyloxycarbonyl-2-{2-(pyrazol-1-yl)ethyl}pyrrolidin-4-yl]thio-6-[(1R)-1-hydroxyethyl]-4-methyl-7-oxo-1-azabicyclo[3.2.0]hept-2-ene-2-carboxylate), FS(=O)(=O)OC (methyl fluorosulfonate). Conditions: temperature 2.5 celsius, time 30 minute. Product: OC1=C2CN(C(C2=CC=C1)=O)C1C(NC(CC1)=O)=O (3-(4-hydroxy-1-oxoisoindolin-2-yl)piperidine-2,6-dione). RXN SMILES: N[C:2]1[CH:10]=[CH:9][CH:8]=[C:7]2[C:3]=1[CH2:4][N:5]([CH:12]1[CH2:17][CH2:16][C:15](=[O:18])[NH:14][C:13]1=[O:19])[C:6]2=[O:11].N([O-])=[O:21].[Na+].Cl.CO[C@@H]1[C@@H](C(OC)=O)[C@@H]2[C@@H](CN3[C@H](C2)C2NC4C=C(OC)C=CC=4C=2CC3)C[C@H]1OC(C1C=C(OC)C(OC)=C(OC)C=1)=O>CC#N.O>[OH:21][C:2]1[CH:10]=[CH:9][CH:8]=[C:7]2[C:3]=1[CH2:4][N:5]([CH:12]1[CH2:17][CH2:16][C:15](=[O:18])[NH:14][C:13]1=[O:19])[C:6]2=[O:11] |f:1.2|. Reactants: N(=O)[O-].[Na+] (NaNO2), Cl (HCl), NC1=C2CN(C(C2=CC=C1)=O)C1C(NC(CC1)=O)=O (3-(4-amino-1-oxoisoindolin-2-yl)piperidine-2,6-dione), CO[C@H]1[C@@H](C[C@@H]2CN3CCC4=C([C@H]3C[C@@H]2[C@@H]1C(=O)OC)NC5=C4C=CC(=C5)OC)OC(=O)C6=CC(=C(C(=C6)OC)OC)OC (Hypersil), C8. Reported procedure: A 250 mL-3N-RBF was charged with 3-(4-amino-1-oxoisoindolin-2-yl)piperidine-2,6-dione and H2O (10 vol) and cooled to 0-5° C. NaNO2 (1.1 eq) and HCl (1.1 eq) were added, and the mixture was stirred for 30 minutes. The mixture was then heated to 75-80° C. for 2 hours. The mixture was cooled to room temperature, filtered and dried in vacuo (18 h, 35-40° C.). The crude product was purified by prep-HPLC (Conditions: C18 Symmetry Column, 90:10 H2O: MeCN isocratic, 60 mL/min flow rate, product retentio... Solvent: O (H2O), CC#N (CH3CN).